Dataset: the Open Reaction Database (ORD), a public repository of structured organic reaction records. Task: describe an organic reaction: reactants, conditions, products, and yield Starting materials: C(C)OC(=O)CCC=1C(=NN(C1)CC1=CC=C(C(=O)O)C=C1)C1=CC=CC=C1 (4-[4-(2-ethoxycarbonylethyl)-3-phenyl-1H-pyrazol-1-ylmethyl]benzoic acid), CC1=C(N=C(O1)C1=CC=CC=C1)CN ((5-methyl-2-phenyl-4-oxazolyl)methylamine), O.ON1N=NC2=C1C=CC=C2 (1-hydroxybenzotriazole monohydrate), CCN=C=NCCCN(C)C (WSC). Run in CN(C=O)C (N,N-dimethylformamide), O (water). Conditions: time 13 hour. The product is CC1=C(N=C(O1)C1=CC=CC=C1)CNC(=O)C1=CC=C(CN2N=C(C(=C2)CCC(=O)OCC)C2=CC=CC=C2)C=C1 (ethyl 3-[1-[4-(5-methyl-2-phenyl-4-oxazolylmethylaminocarbonyl)benzyl]-3-phenyl-1H-pyrazol-4-yl]propionate). Isolated yield 82.8%. As a reaction SMILES: [CH2:1]([O:3][C:4]([CH2:6][CH2:7][C:8]1[C:9]([C:23]2[CH:28]=[CH:27][CH:26]=[CH:25][CH:24]=2)=[N:10][N:11]([CH2:13][C:14]2[CH:22]=[CH:21][C:17]([C:18]([OH:20])=O)=[CH:16][CH:15]=2)[CH:12]=1)=[O:5])[CH3:2].[CH3:29][C:30]1[O:34][C:33]([C:35]2[CH:40]=[CH:39][CH:38]=[CH:37][CH:36]=2)=[N:32][C:31]=1[CH2:41][NH2:42].O.ON1C2C=CC=CC=2N=N1.CCN=C=NCCCN(C)C>O.CN(C)C=O>[CH3:29][C:30]1[O:34][C:33]([C:35]2[CH:40]=[CH:39][CH:38]=[CH:37][CH:36]=2)=[N:32][C:31]=1[CH2:41][NH:42][C:18]([C:17]1[CH:21]=[CH:22][C:14]([CH2:13][N:11]2[CH:12]=[C:8]([CH2:7][CH2:6][C:4]([O:3][CH2:1][CH3:2])=[O:5])[C:9]([C:23]3[CH:28]=[CH:27][CH:26]=[CH:25][CH:24]=3)=[N:10]2)=[CH:15][CH:16]=1)=[O:20] |f:2.3|. Procedure: A mixture of 4-[4-(2-ethoxycarbonylethyl)-3-phenyl-1H-pyrazol-1-ylmethyl]benzoic acid (500 mg), (5-methyl-2-phenyl-4-oxazolyl)methylamine (260 mg), 1-hydroxybenzotriazole monohydrate (210 mg), WSC (270 mg), and N,N-dimethylformamide (10 ml) was stirred at room temperature for 13 hours. The reaction mixture was poured into water, which was extracted with ethyl acetate. The ethyl acetate layer was washed with saturated aqueous sodium bicarbonate solution, 1 N hydrochloric acid, then, with saturate... Reactants: N (ammonia), P(Cl)(Cl)(Cl)(Cl)Cl (Phosphorous pentachloride), ClC=1C(=C2N=C(C(=NC2=CC1Cl)OC)OC)C(NC)=O (6,7-dichloro-2,3-dimethoxy-5-(N-methylcarbamoyl)quinoxaline), C[Si](C)(C)N=[N+]=[N-] (trimethylsilyl azide). Solvent: C1(=CC=CC=C1)C (toluene). Reaction conditions: time 18 hour. Yields the product ClC=1C(=C2N=C(C(=NC2=CC1Cl)OC)OC)C1=NN=NN1C (6,7-Dichloro-2,3-dimethoxy-5-(1-methyl-1H-tetrazol-5-yl)quinoxaline). The yield is 37.8%. As a reaction SMILES: P(Cl)(Cl)(Cl)(Cl)Cl.[Cl:7][C:8]1[C:9]([C:23](=O)[NH:24][CH3:25])=[C:10]2[C:15](=[CH:16][C:17]=1[Cl:18])[N:14]=[C:13]([O:19][CH3:20])[C:12]([O:21][CH3:22])=[N:11]2.C[Si]([N:31]=[N+:32]=[N-:33])(C)C.N>C1(C)C=CC=CC=1>[Cl:7][C:8]1[C:9]([C:23]2[N:24]([CH3:25])[N:33]=[N:32][N:31]=2)=[C:10]2[C:15](=[CH:16][C:17]=1[Cl:18])[N:14]=[C:13]([O:19][CH3:20])[C:12]([O:21][CH3:22])=[N:11]2. Procedure details: Phosphorous pentachloride (0.136 g, 0.65 mmol) was added to a solution of 6,7-dichloro-2,3-dimethoxy-5-(N-methylcarbamoyl)quinoxaline (Preparation 7, 0.197 g, 0.62 mmol) in toluene (7 mL) and the mixture was heated under reflux under nitrogen for 1 hour. The reaction was cooled to room temperature and trimethylsilyl azide (123 μL, 0.107 g, 0.93 mmol) was added. After stirring at room temperature for 18 hours, dilute aqueous ammonia solution (20 mL) was added and the mixture was extracted with di... Reactants: CCOC(C)=O, CCO, CC(C)(C)OC(=O)N1CC(Oc2ccc([N+](=O)[O-])nc2)C1, O=[Pt]. Yields the product CC(C)(C)OC(=O)N1CC(Oc2ccc(N)nc2)C1. As a reaction SMILES: [CH3:22][CH2:23][O:24][C:25](=[O:26])[CH3:27].[CH3:30][CH2:31][OH:32].[N+:1]([O-:2])(=[O:3])[c:4]1[cH:5][cH:6][c:7]([O:10][CH:11]2[CH2:12][N:13]([C:15](=[O:16])[O:17][C:18]([CH3:19])([CH3:20])[CH3:21])[CH2:14]2)[cH:8][n:9]1.[Pt:28]=[O:29]>>[NH2:1][c:4]1[cH:5][cH:6][c:7]([O:10][CH:11]2[CH2:12][N:13]([C:15](=[O:16])[O:17][C:18]([CH3:19])([CH3:20])[CH3:21])[CH2:14]2)[cH:8][n:9]1. Reactants: C(C=C)#N (Acrylonitrile), C1(=CC=CC=C1)CCCCCCCCCCCCCCCCCCN (phenyloctadecylamine). Run in O (water). Product: C(#N)CCNCCCCCCCCCCCCCCCCCCC1=CC=CC=C1 (N-(Beta-cyanoethyl)phenyloctadecylamine). RXN SMILES: [C:1](#[N:4])[CH:2]=[CH2:3].[C:5]1([CH2:11][CH2:12][CH2:13][CH2:14][CH2:15][CH2:16][CH2:17][CH2:18][CH2:19][CH2:20][CH2:21][CH2:22][CH2:23][CH2:24][CH2:25][CH2:26][CH2:27][CH2:28][NH2:29])[CH:10]=[CH:9][CH:8]=[CH:7][CH:6]=1>O>[C:1]([CH2:2][CH2:3][NH:29][CH2:28][CH2:27][CH2:26][CH2:25][CH2:24][CH2:23][CH2:22][CH2:21][CH2:20][CH2:19][CH2:18][CH2:17][CH2:16][CH2:15][CH2:14][CH2:13][CH2:12][CH2:11][C:5]1[CH:6]=[CH:7][CH:8]=[CH:9][CH:10]=1)#[N:4]. Reported procedure: N-(Beta-cyanoethyl)phenyloctadecylamine was prepared as follows: Acrylonitrile (61.0 grams, 1.15 moles) was added slowly over 2 hours, with stirring, to a mixture of phenyloctadecylamine, prepared as described in Example II, (363.8 grams, 1.05 moles) and 17.0 grams water at 60°-70°C. The resulting mixture was then stirred at 70°-80° for 4 additional hours. The water was separated and the product dried under reduced pressure at 60°-70°C. The reactants are C(C1=CC=CC=C1)OC1=CC=C2NC=C(CC(N)C(=O)O)C2=C1 (5-benzyloxy-DL-tryptophan), C(C#CC)OC1=CC=C(C=C1)S(=O)(=O)Cl (4-but-2-ynyloxy-benzenesulfonyl chloride). Yields the product C(C#CC)OC1=CC=C(C=C1)S(=O)(=O)NC(C(=O)O)CC1=CNC2=CC=C(C=C12)OCC1=CC=CC=C1 (2-(4-BUT-2-YNYLOXY-BENZENESULFONYLAMINO)-3-(5-BENZYLOXY-1H-INDOL-3-YL)-PROPIONIC Acid). Reaction SMILES: [CH2:1]([O:8][C:9]1[CH:23]=[C:22]2[C:12]([NH:13][CH:14]=[C:15]2[CH2:16][CH:17]([C:19]([OH:21])=[O:20])[NH2:18])=[CH:11][CH:10]=1)[C:2]1[CH:7]=[CH:6][CH:5]=[CH:4][CH:3]=1.[CH2:24]([O:28][C:29]1[CH:34]=[CH:33][C:32]([S:35](Cl)(=[O:37])=[O:36])=[CH:31][CH:30]=1)[C:25]#[C:26][CH3:27]>>[CH2:24]([O:28][C:29]1[CH:34]=[CH:33][C:32]([S:35]([NH:18][CH:17]([CH2:16][C:15]2[C:22]3[C:12](=[CH:11][CH:10]=[C:9]([O:8][CH2:1][C:2]4[CH:3]=[CH:4][CH:5]=[CH:6][CH:7]=4)[CH:23]=3)[NH:13][CH:14]=2)[C:19]([OH:21])=[O:20])(=[O:37])=[O:36])=[CH:31][CH:30]=1)[C:25]#[C:26][CH3:27]. Procedure: The title compound was prepared by the method of Example 6, using 5-benzyloxy-DL-tryptophan and 4-but-2-ynyloxy-benzenesulfonyl chloride as starting materials. 1H NMR (DMSO-d6): 400 MHz δ 12.55 (bs, 1H), 10.64 (s, 1H), 8.05 (d, J=8.0 Hz, 1H), 7.50-7.33 (m, 7H), 7.19 (d, J=12.0 Hz, 1H), 7.03 (d, J=4.0 Hz, 1H), 6.97 (d, J=4.0 Hz, 1H), 6.87 (d, J=8.0 Hz, 2H), 6.76 (dd, J=8.0, 4.0 Hz, 1H), 5.04 (s, 2H), 4.74 (q, J=2.4 Hz, 2H), 3.86 (q, J=8.0 Hz, 1H), 3.00 (dd J=14.4, 6.4 Hz, 1H), 2.83 (dd J=14.4, 8.... Reactants: O=Cc1ccc(OCc2ccccc2)cc1OCc1ccccc1, C1CCNCC1, COC(=O)CC#N, CCO. Product: COC(=O)C(C#N)=Cc1ccc(OCc2ccccc2)cc1OCc1ccccc1. Reaction SMILES: [CH2:1]([c:2]1[cH:3][cH:4][cH:5][cH:6][cH:7]1)[O:8][c:9]1[c:10]([CH:11]=[O:12])[cH:13][cH:14][c:15]([O:17][CH2:18][c:19]2[cH:20][cH:21][cH:22][cH:23][cH:24]2)[cH:16]1.[CH2:32]1[CH2:33][CH2:34][NH:35][CH2:36][CH2:37]1.[CH3:25][O:26][C:27](=[O:28])[CH2:29][C:30]#[N:31].[CH3:38][CH2:39][OH:40]>>[CH2:1]([c:2]1[cH:3][cH:4][cH:5][cH:6][cH:7]1)[O:8][c:9]1[c:10]([CH:11]=[C:29]([C:27]([O:26][CH3:25])=[O:28])[C:30]#[N:31])[cH:13][cH:14][c:15]([O:17][CH2:18][c:19]2[cH:20][cH:21][cH:22][cH:23][cH:24]2)[cH:16]1. The reactants are ClCCl, CN(C)C=O, CS(=O)(=O)c1ccc(C(CC2CCCC2)C(=O)O)cc1Cl, O=C(Cl)C(=O)Cl, N#Cc1ccc(N)nc1, C1CCOC1, O, c1ccncc1. Yields the product CS(=O)(=O)c1ccc(C(CC2CCCC2)C(=O)Nc2ccc(C#N)cn2)cc1Cl. Reaction SMILES: [CH2:43]([Cl:44])[Cl:45].[CH3:46][N:47]([CH3:48])[CH:49]=[O:50].[Cl:1][c:2]1[cH:3][c:4]([CH:12]([C:13](=[O:14])[OH:15])[CH2:16][CH:17]2[CH2:18][CH2:19][CH2:20][CH2:21]2)[cH:5][cH:6][c:7]1[S:8](=[O:9])(=[O:10])[CH3:11].[Cl:22][C:23]([C:24]([Cl:25])=[O:26])=[O:27].[NH2:28][c:29]1[n:30][cH:31][c:32]([C:35]#[N:36])[cH:33][cH:34]1.[O:51]1[CH2:52][CH2:53][CH2:54][CH2:55]1.[OH2:56].[cH:37]1[cH:38][cH:39][n:40][cH:41][cH:42]1>>[Cl:1][c:2]1[cH:3][c:4]([CH:12]([C:13](=[O:15])[NH:28][c:29]2[n:30][cH:31][c:32]([C:35]#[N:36])[cH:33][cH:34]2)[CH2:16][CH:17]2[CH2:18][CH2:19][CH2:20][CH2:21]2)[cH:5][cH:6][c:7]1[S:8](=[O:9])(=[O:10])[CH3:11]. The reactants are ClC1C(CCC1)=O (2-chlorocyclopentanone), C(C)N1N=CC(=C1)B1OC(C(O1)(C)C)(C)C (1-Ethyl-4-(4,4,5,5-tetramethyl-1,3,2-dioxaborolan-2-yl)-1H-pyrazole). The product is CC1(OB(OC1(C)C)C=1C=NN(C1)C1C(CCC1)=O)C (2-(4-(4,4,5,5-tetramethyl-1,3,2-dioxaborolan-2-yl)-1H-pyrazol-1-yl)cyclopentanone). RXN SMILES: Cl[CH:2]1[CH2:6][CH2:5][CH2:4][C:3]1=[O:7].C([N:10]1[CH:14]=[C:13]([B:15]2[O:19][C:18]([CH3:21])([CH3:20])[C:17]([CH3:23])([CH3:22])[O:16]2)[CH:12]=[N:11]1)C>>[CH3:22][C:17]1([CH3:23])[C:18]([CH3:20])([CH3:21])[O:19][B:15]([C:13]2[CH:12]=[N:11][N:10]([CH:2]3[CH2:6][CH2:5][CH2:4][C:3]3=[O:7])[CH:14]=2)[O:16]1. Procedure details: Intermediate W-1 was prepared from 2-chlorocyclopentanone (1.06 g, 9 mmol) following the similar procedures of synthesizing intermediate (V), as described above. MS (m/z): 277 (M+1)+. Reactants: C1=CC(=CC=C1C(=O)/C(=N/O)/Cl)Cl (4-chlorophenylglyoxylohydroxamyl chloride), C(CC#N)#N (malononitrile). Solvent: C1(=CC=CC=C1)C (toluene). The product is ClC1=CC=C(C(=O)C2=NOC(=N2)CC#N)C=C1 ([3-(4-Chlorobenzoyl)-1,2,4-oxadiazol-5-yl]acetonitrile). Isolated yield 27.8%. Reaction SMILES: [CH:1]1[C:6]([C:7](/[C:9](/Cl)=[N:10]/[OH:11])=[O:8])=[CH:5][CH:4]=[C:3]([Cl:13])[CH:2]=1.[C:14](#[N:18])[CH2:15][C:16]#[N:17]>C1(C)C=CC=CC=1>[Cl:13][C:3]1[CH:4]=[CH:5][C:6]([C:7]([C:9]2[N:17]=[C:16]([CH2:15][C:14]#[N:18])[O:11][N:10]=2)=[O:8])=[CH:1][CH:2]=1. Procedure: A mixture of 38 g of 4-chlorophenylglyoxylohydroxamyl chloride and 112 g of malononitrile in one liter of toluene was refluxed for 48 hours under N2. The cooled mixture was filtered and concentrated in vacuo. The residue was taken up in Et2O, washed with water (8×) and brine, and dried over MgSO4. Concentration gave an oil which was purified by high pressure liquid chromatography using 5% hexane/CH2Cl2 as an eluent to give 12 g (28%) of an oil which solidified on standing, m.p. 81°-84°.